Dataset: the Open Reaction Database (ORD), a public repository of structured organic reaction records. Task: describe an organic reaction: reactants, conditions, products, and yield Starting materials: O=C([O-])[O-], CNCCCl, CC#N, Cl, [Cs+], [Cs+], Clc1ccc2c(c1)CNCc1nnc(C3CCC(c4nsc5ccccc45)CC3)n1-2. Yields the product CNCCN1Cc2cc(Cl)ccc2-n2c(nnc2C2CCC(c3nsc4ccccc34)CC2)C1. As a reaction SMILES: [C:31](=[O:32])([O-:33])[O-:34].[CH3:38][NH:39][CH2:40][CH2:41][Cl:42].[CH3:43][C:44]#[N:45].[ClH:37].[Cs+:35].[Cs+:36].[s:1]1[n:2][c:3]([CH:10]2[CH2:11][CH2:12][CH:13]([c:16]3[n:17][n:18][c:19]4[n:25]3-[c:24]3[c:23]([cH:29][c:28]([Cl:30])[cH:27][cH:26]3)[CH2:22][NH:21][CH2:20]4)[CH2:14][CH2:15]2)[c:4]2[c:5]1[cH:6][cH:7][cH:8][cH:9]2>>[s:1]1[n:2][c:3]([CH:10]2[CH2:11][CH2:12][CH:13]([c:16]3[n:17][n:18][c:19]4[n:25]3-[c:24]3[c:23]([cH:29][c:28]([Cl:30])[cH:27][cH:26]3)[CH2:22][N:21]([CH2:41][CH2:40][NH:39][CH3:38])[CH2:20]4)[CH2:14][CH2:15]2)[c:4]2[c:5]1[cH:6][cH:7][cH:8][cH:9]2.